Dataset: the Open Reaction Database (ORD), a public repository of structured organic reaction records. Task: describe an organic reaction: reactants, conditions, products, and yield Starting materials: CC(=O)NC(Cc1cccc(O)c1)C(O)C1COC(OCC2(C)CCCC2)CN1C(=O)OC(C)(C)C, O=C([O-])[O-], CN(C)C=O, CCOC(C)=O, [Cs+], [Cs+], FC(F)CBr. Product: CC(=O)NC(Cc1cccc(OCC(F)F)c1)C(O)C1COC(OCC2(C)CCCC2)CN1C(=O)OC(C)(C)C. Reaction SMILES: [C:1]([CH3:2])([CH3:3])([CH3:4])[O:5][C:6](=[O:7])[N:8]1[CH2:9][CH:10]([O:29][CH2:30][C:31]2([CH3:36])[CH2:32][CH2:33][CH2:34][CH2:35]2)[O:11][CH2:12][CH:13]1[CH:14]([CH:15]([CH2:16][c:17]1[cH:18][c:19]([OH:23])[cH:20][cH:21][cH:22]1)[NH:24][C:25]([CH3:26])=[O:27])[OH:28].[C:42](=[O:43])([O-:44])[O-:45].[CH3:48][N:49]([CH3:50])[CH:51]=[O:52].[CH3:53][CH2:54][O:55][C:56](=[O:57])[CH3:58].[Cs+:46].[Cs+:47].[F:37][CH:38]([CH2:39][Br:40])[F:41]>>[C:1]([CH3:2])([CH3:3])([CH3:4])[O:5][C:6](=[O:7])[N:8]1[CH2:9][CH:10]([O:29][CH2:30][C:31]2([CH3:36])[CH2:32][CH2:33][CH2:34][CH2:35]2)[O:11][CH2:12][CH:13]1[CH:14]([CH:15]([CH2:16][c:17]1[cH:18][c:19]([O:23][CH2:39][CH:38]([F:37])[F:41])[cH:20][cH:21][cH:22]1)[NH:24][C:25]([CH3:26])=[O:27])[OH:28].